From a dataset of the Open Reaction Database (ORD), a public repository of structured organic reaction records. describe an organic reaction: reactants, conditions, products, and yield Reactants: solution, C(C)(CC)[Li] (sec-butyl lithium), cyclohexanes, N1(CCC2=CC=CC=C12)C(=O)OC(C)(C)C (1,1-dimethylethyl 2,3-dihydro-1H-indole-1-carboxylate), CN(CCN(C)C)C (N,N,N′,N′-tetramethyl-1,2-ethanediamine), ClC(=O)OCC (ethyl chloroformate). Solvent: O (Water), C(C)OCC (diethyl ether). Product: N1(CCC2=CC=CC(=C12)C(=O)OCC)C(=O)OC(C)(C)C (1-(1,1-Dimethylethyl) 7-ethyl 2,3-dihydro-1H-indole-1,7-dicarboxylate). Isolated yield 37.6%. RXN SMILES: C([Li])(CC)C.[N:6]1([C:15]([O:17][C:18]([CH3:21])([CH3:20])[CH3:19])=[O:16])[C:14]2[C:9](=[CH:10][CH:11]=[CH:12][CH:13]=2)[CH2:8][CH2:7]1.CN(C)CCN(C)C.Cl[C:31]([O:33][CH2:34][CH3:35])=[O:32]>C(OCC)C.O>[N:6]1([C:15]([O:17][C:18]([CH3:21])([CH3:20])[CH3:19])=[O:16])[C:14]2[C:9](=[CH:10][CH:11]=[CH:12][C:13]=2[C:31]([O:33][CH2:34][CH3:35])=[O:32])[CH2:8][CH2:7]1. Procedure details: A 1.3 M solution of sec-butyl lithium in cyclohexanes (1642 mL, 2.13 mol) was added dropwise to a solution of 1,1-dimethylethyl 2,3-dihydro-1H-indole-1-carboxylate (300 g, 1.37 mol) and N,N,N′,N′-tetramethyl-1,2-ethanediamine (248 mL, 1.64 mol) in dry diethyl ether (2.5 L) at −78° C. The reaction mixture was stirred for 2 hours at this temperature and ethyl chloroformate (143.9 mL, 1.50 mol) was added dropwise to the mixture at −78° C. After the addition, the reaction was allowed to warm to room...